Dataset: the Open Reaction Database (ORD), a public repository of structured organic reaction records. Task: describe an organic reaction: reactants, conditions, products, and yield The reactants are CON=C(CBr)c1ccc(C)cc1, CC(C)=O, c1ccc2ncccc2c1. Yields the product [Br-], CON=C(C[n+]1cccc2ccccc21)c1ccc(C)cc1. As a reaction SMILES: [CH3:11][O:12][N:13]=[C:14]([CH2:15][Br:16])[c:17]1[cH:18][cH:19][c:20]([CH3:23])[cH:21][cH:22]1.[CH3:24][C:25](=[O:26])[CH3:27].[cH:1]1[cH:2][cH:3][c:4]2[n:5][cH:6][cH:7][cH:8][c:9]2[cH:10]1>>[Br-:16].[cH:1]1[cH:2][cH:3][c:4]2[n+:5]([CH2:15][C:14](=[N:13][O:12][CH3:11])[c:17]3[cH:18][cH:19][c:20]([CH3:23])[cH:21][cH:22]3)[cH:6][cH:7][cH:8][c:9]2[cH:10]1. Procedure details: The intermediate aldehyde from Example 282 and isopropyltriphenylphosphonium iodide were processed according to Example 282 to give the desired compound. 1H NMR (300 MHz, DMSO-d6) δ 8.65 (s, 1H), 7.91 (d, J=9 Hz, 1H), 6.62 (d, J=9 Hz, 1H), 6.60 (d, J=9 Hz, 1H), 6.46 (d, J=9 Hz, 1H), 6.14 (s, 1H), 5.60 (dd, J=9, 3 Hz, 1H), 5.43 (s, 1H), 5.15 (m, 1H), 3.64 (s, 3H), 2.45-2.18 (m, 2H), 2.15 (s, 3H), 1.63 (s, 3H), 1.32 (s, 3H), 1.17 (s, 3H), 1.16 (s, 3H); MS (APCI) m/e (M+H)+ 392, (M−H)− 390. RXN SMILES: [OH:1][C:2]1[CH:3]=[CH:4][C:5]2[O:24][CH:23]([CH2:25][CH:26]=[CH:27][CH3:28])[C:11]3=[C:12]4[C:17](=[CH:18][CH:19]=[C:10]3[C:6]=2[C:7]=1[O:8][CH3:9])[NH:16][C:15]([CH3:21])([CH3:20])[CH:14]=[C:13]4[CH3:22].[I-].[CH:30]([P+](C1C=CC=CC=1)(C1C=CC=CC=1)C1C=CC=CC=1)(C)C>>[OH:1][C:2]1[CH:3]=[CH:4][C:5]2[O:24][CH:23]([CH2:25][CH:26]=[C:27]([CH3:30])[CH3:28])[C:11]3=[C:12]4[C:17](=[CH:18][CH:19]=[C:10]3[C:6]=2[C:7]=1[O:8][CH3:9])[NH:16][C:15]([CH3:20])([CH3:21])[CH:14]=[C:13]4[CH3:22] |f:1.2|. Starting materials: OC=1C=CC2=C(C1OC)C=1C(=C3C(=CC(NC3=CC1)(C)C)C)C(O2)CC=CC (2,5-dihydro-9-hydroxy-10-methoxy-2,2,4-trimethyl-5-(2-butenyl)-1H-[1]benzopyrano[3,4-f]quinoline), [I-].C(C)(C)[P+](C1=CC=CC=C1)(C1=CC=CC=C1)C1=CC=CC=C1 (isopropyltriphenylphosphonium iodide). Product: OC=1C=CC2=C(C1OC)C=1C(=C3C(=CC(NC3=CC1)(C)C)C)C(O2)CC=C(C)C (2,5-dihydro-9-hydroxy-10-methoxy-2,2,4-trimethyl-5-(3-methyl-2-butenyl)-1H-[1]benzopyrano[3,4-f]quinoline).